From a dataset of the Open Reaction Database (ORD), a public repository of structured organic reaction records. describe an organic reaction: reactants, conditions, products, and yield Reactants: C=1N=CN2C(NCCC21)=O (7,8-dihydroimidazo[1,5-c]pyrimidin-5(6H)-one), IC(C)C (2-iodopropane). Run in CN(C)C=O (DMF). Yields the product [I-].C(C)(C)[N+]1=CN2C(NCCC2=C1)=O (2-isopropyl-5-oxo-5,6,7,8-tetrahydroimidazo[1,5-c]pyrimidin-2-ium iodide). As a reaction SMILES: [CH:1]1[N:2]=[CH:3][N:4]2[C:9]=1[CH2:8][CH2:7][NH:6][C:5]2=[O:10].[I:11][CH:12]([CH3:14])[CH3:13]>CN(C=O)C>[I-:11].[CH:12]([N+:2]1[CH:1]=[C:9]2[N:4]([C:5](=[O:10])[NH:6][CH2:7][CH2:8]2)[CH:3]=1)([CH3:14])[CH3:13] |f:3.4|. Procedure: To a suspension of 7,8-dihydroimidazo[1,5-c]pyrimidin-5(6H)-one, obtained in step I as describe above (28.18 g; 205.5 mmol; 1 eq), in DMF (140.9 ml), is added 2-iodopropane (61.5 ml; 616.4 mmol; 3 eq). The reaction is stirred at RT, until a red suspension is obtained. The reaction mixture is concentrated and acetonitrile (200 ml) is added. The resulting precipitate is filtered, washed with acetonitrile (2×50 ml) and dried under vacuum, affording the title compound that is used in the next step w... The reactants are Cc1cnc2c(-c3ccc(F)cc3)c(-c3ccnc(NCc4ccccc4)c3)[nH]c2c1, [Na+], [OH-], O=S(=O)(O)O. Yields the product Cc1cnc2c(-c3ccc(F)cc3)c(-c3ccnc(N)c3)[nH]c2c1. As a reaction SMILES: [CH2:1]([c:2]1[cH:3][cH:4][cH:5][cH:6][cH:7]1)[NH:8][c:9]1[n:10][cH:11][cH:12][c:13](-[c:15]2[c:16](-[c:25]3[cH:26][cH:27][c:28]([F:31])[cH:29][cH:30]3)[c:17]3[n:18][cH:19][c:20]([CH3:24])[cH:21][c:22]3[nH:23]2)[cH:14]1.[Na+:33].[OH-:32].[S:34](=[O:35])(=[O:36])([OH:37])[OH:38]>>[NH2:8][c:9]1[n:10][cH:11][cH:12][c:13](-[c:15]2[c:16](-[c:25]3[cH:26][cH:27][c:28]([F:31])[cH:29][cH:30]3)[c:17]3[n:18][cH:19][c:20]([CH3:24])[cH:21][c:22]3[nH:23]2)[cH:14]1. Starting materials: C(C)(C)(C)OC(=O)CCC(=O)N[C@@H](CC(OC(C)(C)C)=O)C(=O)N[C@@H](CCC(OC(C)(C)C)=O)C(=O)N[C@@H](CC1=C(C=CC=C1)C)C(=O)N[C@@H](C(C)(C)C)C(=O)N[C@@H](CC(C)C)C(=O)N[C@@H](CC#C)C(OC)OC (N2-[N-[N-[N-[N-[3-(tert-butoxycarbonyl)propionyl]-O-tert-butyl-L-α-aspartyl]-O-tert-butyl-L-α-glutamyl]-2-methyl-L-phenylalanyl]-3-methyl-L-valyl]-N1-[1(S)-(dimethoxymethyl)-3-butynyl]-L-leucinamide), ClCCl (dichloromethane), O (water). Run in FC(C(=O)O)(F)F (trifluoroacetic acid). Product: C(=O)(O)CCC(=O)N[C@@H](CC(O)=O)C(=O)N[C@@H](CCC(O)=O)C(=O)N[C@@H](CC1=C(C=CC=C1)C)C(=O)N[C@@H](C(C)(C)C)C(=O)N[C@@H](CC(C)C)C(=O)NC(C=O)CC#C ([N-[N-[N-[N-[N-[(3-carboxypropionyl)-L-α-aspartyl]-L-α-glutamyl]-2-methyl-L-phenylalanyl]-3-methyl-L-valyl]-L-leucyl]amino]-4-pentynal). The yield is 64.8%. As a reaction SMILES: C([O:5][C:6]([CH2:8][CH2:9][C:10]([NH:12][C@H:13]([C:22]([NH:24][C@H:25]([C:35]([NH:37][C@H:38]([C:47]([NH:49][C@H:50]([C:55]([NH:57][C@H:58]([C:63]([NH:65][C@H:66]([CH:70](OC)[O:71]C)[CH2:67][C:68]#[CH:69])=[O:64])[CH2:59][CH:60]([CH3:62])[CH3:61])=[O:56])[C:51]([CH3:54])([CH3:53])[CH3:52])=[O:48])[CH2:39][C:40]1[CH:45]=[CH:44][CH:43]=[CH:42][C:41]=1[CH3:46])=[O:36])[CH2:26][CH2:27][C:28](=[O:34])[O:29]C(C)(C)C)=[O:23])[CH2:14][C:15](=[O:21])[O:16]C(C)(C)C)=[O:11])=[O:7])(C)(C)C.ClCCl.O>FC(F)(F)C(O)=O>[C:6]([CH2:8][CH2:9][C:10]([NH:12][C@H:13]([C:22]([NH:24][C@H:25]([C:35]([NH:37][C@H:38]([C:47]([NH:49][C@H:50]([C:55]([NH:57][C@H:58]([C:63]([NH:65][CH:66]([CH2:67][C:68]#[CH:69])[CH:70]=[O:71])=[O:64])[CH2:59][CH:60]([CH3:62])[CH3:61])=[O:56])[C:51]([CH3:52])([CH3:53])[CH3:54])=[O:48])[CH2:39][C:40]1[CH:45]=[CH:44][CH:43]=[CH:42][C:41]=1[CH3:46])=[O:36])[CH2:26][CH2:27][C:28](=[O:29])[OH:34])=[O:23])[CH2:14][C:15](=[O:16])[OH:21])=[O:11])([OH:7])=[O:5]. Procedure details: 70 mg (0.067 mmol) of N2-[N-[N-[N-[N-[3-(tert-butoxycarbonyl)propionyl]-O-tert-butyl-L-α-aspartyl]-O-tert-butyl-L-α-glutamyl]-2-methyl-L-phenylalanyl]-3-methyl-L-valyl]-N1-[1(S)-(dimethoxymethyl)-3-butynyl]-L-leucinamide were stirred in a mixture of 4 ml of trifluoroacetic acid, 4 ml of dichloromethane and 30 mg of water at room temperature for 30 minutes. The solution was evaporated to dryness in a vacuum and the residue was chromatographed on silica gel using dichloromethane/methanol/acetic ac... Reactants: CCOC(C)=O, C=C(C)c1ccc(N(CC)CC2CCC(CC(=O)OCC)CC2)c(CN2C(=O)OC(c3cc(C(F)(F)F)cc(C(F)(F)F)c3)C2C)n1. Yields the product CCOC(=O)CC1CCC(CN(CC)c2ccc(C(C)C)nc2CN2C(=O)OC(c3cc(C(F)(F)F)cc(C(F)(F)F)c3)C2C)CC1. Reaction SMILES: [CH3:48][CH2:49][O:50][C:51]([CH3:52])=[O:53].[F:1][C:2]([c:3]1[cH:4][c:5]([CH:13]2[CH:14]([CH3:45])[N:15]([CH2:19][c:20]3[n:21][c:22]([C:42](=[CH2:43])[CH3:44])[cH:23][cH:24][c:25]3[N:26]([CH2:27][CH3:28])[CH2:29][CH:30]3[CH2:31][CH2:32][CH:33]([CH2:36][C:37](=[O:38])[O:39][CH2:40][CH3:41])[CH2:34][CH2:35]3)[C:16](=[O:18])[O:17]2)[cH:6][c:7]([C:9]([F:10])([F:11])[F:12])[cH:8]1)([F:46])[F:47]>>[F:1][C:2]([c:3]1[cH:4][c:5]([CH:13]2[CH:14]([CH3:45])[N:15]([CH2:19][c:20]3[n:21][c:22]([CH:42]([CH3:43])[CH3:44])[cH:23][cH:24][c:25]3[N:26]([CH2:27][CH3:28])[CH2:29][CH:30]3[CH2:31][CH2:32][CH:33]([CH2:36][C:37](=[O:38])[O:39][CH2:40][CH3:41])[CH2:34][CH2:35]3)[C:16](=[O:18])[O:17]2)[cH:6][c:7]([C:9]([F:10])([F:11])[F:12])[cH:8]1)([F:46])[F:47]. Starting materials: CC1(CC=2C(=C(SC2)C(=O)O)CC1)C (5,5-dimethyl-4,5,6,7-tetrahydro-benzo[c]thiophene-1-carboxylic acid), C(CC(O)(C(=O)O)CC(=O)O)(=O)O (citric acid), C(C)I (ethyliodide), O.CO (Water methanol). Run in C1CCOC1 (THF), C(C)(C)(C)[Li] (tert-butyllithium). Conditions: temperature -78 celsius, time 3 hour. Product: C(C)C1=C2C(=C(S1)C(=O)O)CCC(C2)(C)C (3-ethyl-5,5-dimethyl-4,5,6,7-tetrahydro-benzo[c]thiophene-1-carboxylic acid). Yield: 58.8%. As a reaction SMILES: [CH3:1][C:2]1([CH3:14])[CH2:13][CH2:12][C:5]2=[C:6]([C:9]([OH:11])=[O:10])[S:7][CH:8]=[C:4]2[CH2:3]1.[CH2:15](I)[CH3:16].O.CO.C(O)(=O)CC(CC(O)=O)(C(O)=O)O>C1COCC1.C([Li])(C)(C)C>[CH2:15]([C:8]1[S:7][C:6]([C:9]([OH:11])=[O:10])=[C:5]2[CH2:12][CH2:13][C:2]([CH3:14])([CH3:1])[CH2:3][C:4]=12)[CH3:16] |f:2.3|. Procedure: To a cooled solution (−78° C.) of 5,5-dimethyl-4,5,6,7-tetrahydro-benzo[c]thiophene-1-carboxylic acid (960 mg, 4.57 mmol) in THF (19 mL), tert-butyllithium (8 mL, 1.5 M solution in pentane) is added. The mixture is stirred at −78° C. for 10 min before ethyliodide (3.80 g, 24.37 mmol) is added. The reaction mixture is stirred at −78° C. for 3 h. Water/methanol 1:1 (8 mL) followed by 10% aq. citric acid solution is added and the mixture is extracted with EA. The combined organic extracts are washe... Starting materials: [Cl-].[NH4+] (ammonium chloride), Grignard reactant, ClC1=CC=C(C=C1)C(CC)=O (p-chloropropiophenone), [Mg] (magnesium), N1(CCCCC1)CCCOC1=CC(=C(C=C1)O)Br (4-[3-(piperidin-1-yl)-propoxy]-bromophenol). Solvent: O1CCCC1 (tetrahydrofuran), O1CCCC1 (tetrahydrofuran). Product: ClC1=CC=C(C=C1)C(CC)(O)C1=CC=C(OCCCN2CCCCC2)C=C1 (1-[3-[4-[1-(4-Chlorophenyl)-1-hydroxypropyl]-phenoxy]-propyl]-piperidine). As a reaction SMILES: [Mg].[N:2]1([CH2:8][CH2:9][CH2:10][O:11][C:12]2[CH:17]=[CH:16][C:15](O)=[C:14](Br)[CH:13]=2)[CH2:7][CH2:6][CH2:5][CH2:4][CH2:3]1.[Cl:20][C:21]1[CH:26]=[CH:25][C:24]([C:27](=[O:30])[CH2:28][CH3:29])=[CH:23][CH:22]=1.[Cl-].[NH4+]>O1CCCC1>[Cl:20][C:21]1[CH:22]=[CH:23][C:24]([C:27]([C:15]2[CH:16]=[CH:17][C:12]([O:11][CH2:10][CH2:9][CH2:8][N:2]3[CH2:7][CH2:6][CH2:5][CH2:4][CH2:3]3)=[CH:13][CH:14]=2)([OH:30])[CH2:28][CH3:29])=[CH:25][CH:26]=1 |f:3.4|. Procedure: To a Grignard reactant prepared from 1.82 g. of magnesium turnings and 22.3 g. of 4-[3-(piperidin-1-yl)-propoxy]-bromophenol in 100 ml. of dry tetrahydrofuran a solution of 8.4 g. of p-chloropropiophenone in 30 ml. of tetrahydrofuran is added dropwise, under slight reflux. The reaction mixture is slightly boiled for an additional hour, whereupon it is cooled and decomposed with a saturated aqueous ammonium chloride solution. The aqueous phase is extracted with tetrahydrofuran, the tetrahydrofura... Starting materials: O=C1OC(=O)C(Cl)=C1Cl, Nc1ccc(F)cc1, c1ccccc1. The product is O=C(O)C(Cl)=C(Cl)C(=O)Nc1ccc(F)cc1. RXN SMILES: [Cl:1][C:2]1=[C:7]([Cl:8])[C:6](=[O:9])[O:5][C:3]1=[O:4].[NH2:10][c:11]1[cH:12][cH:13][c:14]([F:15])[cH:16][cH:17]1.[cH:18]1[cH:19][cH:20][cH:21][cH:22][cH:23]1>>[Cl:1][C:2]([C:3](=[O:4])[OH:5])=[C:7]([C:6](=[O:9])[NH:10][c:11]1[cH:12][cH:13][c:14]([F:15])[cH:16][cH:17]1)[Cl:8]. The reactants are C(C)(=O)C(C(=O)OC)C\C=C\C1=CC=CC=C1 (methyl (4E)-2-acetyl-5-phenyl-4-pentenoate), [BH4-].[Na+] (sodium borohydride). Product: OC(C)C(C(=O)OC)C\C=C\C1=CC=CC=C1 (methyl (4E)-2-(1-hydroxyethyl)-5-phenyl-4-pentenoate). Reaction SMILES: [C:1]([CH:4]([CH2:9]/[CH:10]=[CH:11]/[C:12]1[CH:17]=[CH:16][CH:15]=[CH:14][CH:13]=1)[C:5]([O:7][CH3:8])=[O:6])(=[O:3])[CH3:2].[BH4-].[Na+]>>[OH:3][CH:1]([CH:4]([CH2:9]/[CH:10]=[CH:11]/[C:12]1[CH:13]=[CH:14][CH:15]=[CH:16][CH:17]=1)[C:5]([O:7][CH3:8])=[O:6])[CH3:2] |f:1.2|. Reported procedure: Analogously to Example 30A, 8.00 g (34.44 mmol) of methyl (4E)-2-acetyl-5-phenyl-4-pentenoate are reacted with 0.72 g (18.9 mmol) of sodium borohydride to give methyl (4E)-2-(1-hydroxyethyl)-5-phenyl-4-pentenoate. Starting materials: COCC(=O)c1cnc2c(OC)cccc2c1Cl, Cc1ccccc1N, C1COCCO1. Product: COCC(=O)c1cnc2c(OC)cccc2c1Nc1ccccc1C. Reaction SMILES: [CH3:1][O:2][CH2:3][C:4](=[O:5])[c:6]1[cH:7][n:8][c:9]2[c:10]([O:17][CH3:18])[cH:11][cH:12][cH:13][c:14]2[c:15]1[Cl:16].[NH2:19][c:20]1[c:21]([CH3:26])[cH:22][cH:23][cH:24][cH:25]1.[O:27]1[CH2:28][CH2:29][O:30][CH2:31][CH2:32]1>>[CH3:1][O:2][CH2:3][C:4](=[O:5])[c:6]1[cH:7][n:8][c:9]2[c:10]([O:17][CH3:18])[cH:11][cH:12][cH:13][c:14]2[c:15]1[NH:19][c:20]1[c:21]([CH3:26])[cH:22][cH:23][cH:24][cH:25]1.